From a dataset of the Open Reaction Database (ORD), a public repository of structured organic reaction records. describe an organic reaction: reactants, conditions, products, and yield The solvent is C(C)O (ethanol). Starting materials: C(C)(=O)NCC=1OC(=CC1C)C(CCl)=O (2-acetamidomethyl-5-chloroacetyl-3-methylfuran), NC(=S)N (thiourea). Reaction SMILES: [C:1]([NH:4][CH2:5][C:6]1[O:7][C:8]([C:12](=O)[CH2:13]Cl)=[CH:9][C:10]=1[CH3:11])(=[O:3])[CH3:2].[NH2:16][C:17]([NH2:19])=[S:18]>C(O)C>[C:1]([NH:4][CH2:5][C:6]1[O:7][C:8]([C:12]2[N:16]=[C:17]([NH2:19])[S:18][CH:13]=2)=[CH:9][C:10]=1[CH3:11])(=[O:3])[CH3:2]. Reported procedure: A suspension of 2-acetamidomethyl-5-chloroacetyl-3-methylfuran (24.8 g) and thiourea (8.2 g) in ethanol (250 ml) was stirred at room temperature for 2 hours. The resulting precipitate was collected by filtration and then dissolved in water (200 ml). The mixture was alkalized with an aqueous potassium carbonate solution. The resulting precipitate was collected by filtration to afford 4-(5-acetylaminomethyl-4-methylfuran-2-yl)-2-aminothiazole (16.7 g). Reaction conditions: time 2 hour. Product: C(C)(=O)NCC1=C(C=C(O1)C=1N=C(SC1)N)C (4-(5-acetylaminomethyl-4-methylfuran-2-yl)-2-aminothiazole). Isolated yield 61.7%. Reactants: triethyl phosphonoacetate, C1CCOC1 (THF), [OH-].[Na+] (sodium hydroxide), O.[OH-].[Li+] (Lithium hydroxide monohydrate), FC1=C(C=O)C=C(C(=C1)N1C=NC(=C1)C)OC (2-fluoro-5-methoxy-4-(4-methyl-1H-imidazol-1-yl)benzaldehyde), Cl (hydrochloric acid). The solvent is C(C)O (ethanol). Conditions: time 17 hour. The product is FC1=C(C=C(C(=C1)N1C=NC(=C1)C)OC)/C=C/C(=O)O ((E)-3-[2-fluoro-5-methoxy-4-(4-methyl-1H-imidazol-1-yl)phenyl]acrylic acid). As a reaction SMILES: [OH2:1].[OH-].[Li+].[F:4][C:5]1[CH:12]=[C:11]([N:13]2[CH:17]=[C:16]([CH3:18])[N:15]=[CH:14]2)[C:10]([O:19][CH3:20])=[CH:9][C:6]=1[CH:7]=O.[OH-].[Na+].Cl.[CH2:24]1[CH2:28][O:27]CC1>C(O)C>[F:4][C:5]1[CH:12]=[C:11]([N:13]2[CH:17]=[C:16]([CH3:18])[N:15]=[CH:14]2)[C:10]([O:19][CH3:20])=[CH:9][C:6]=1/[CH:7]=[CH:24]/[C:28]([OH:1])=[O:27] |f:0.1.2,4.5|. Procedure details: Lithium hydroxide monohydrate (240 mg) was added to a mixed solution of 2-fluoro-5-methoxy-4-(4-methyl-1H-imidazol-1-yl)benzaldehyde (CAS No. 870851-52-8, 1.03 g) and triethyl phosphonoacetate (1.09 g) in THF (4 mL)-ethanol (1 mL), and the reaction solution was stirred at room temperature for five hours. A 2 N sodium hydroxide solution (4 mL) was added to the reaction solution, and the reaction solution was stirred for 17 hours. 2 N aqueous hydrochloric acid (4 mL) was added to the reaction solu... Reactants: CC1=CN=CC(=N1)C1=CC2=C(C=N1)C=NN2 (6-(6-methylpyrazin-2-yl)-1H-pyrazolo[4,3-c]pyridine), BrC1=CC=C(C(=N1)N1C[C@H](CCC1)NC(OC(C)(C)C)=O)OC (tert-butyl N-[(3S)-1-(6-bromo-3-methoxy-2-pyridyl)-3-piperidyl]carbamate), CNCCNC (N,N′-Dimethylethylenediamine), C([O-])([O-])=O.[K+].[K+] (potassium carbonate). The reagents and catalysts are [Cu](I)I (copper iodide). Run in O1CCOCC1 (1,4-Dioxane). Conditions: temperature 100 celsius, time 8 hour. Yields the product COC=1C(=NC(=CC1)N1N=CC=2C=NC(=CC21)C2=NC(=CN=C2)C)N2C[C@H](CCC2)NC(OC(C)(C)C)=O (tert-butyl N-[(3S)-1-[3-methoxy-6-[6-(6-methylpyrazin-2-yl)pyrazolo[4,3-c]pyridin-1-yl]-2-pyridyl]-3-piperidyl]carbamate). Yield: 58.3%. As a reaction SMILES: [CH3:1][C:2]1[N:7]=[C:6]([C:8]2[N:13]=[CH:12][C:11]3[CH:14]=[N:15][NH:16][C:10]=3[CH:9]=2)[CH:5]=[N:4][CH:3]=1.Br[C:18]1[N:23]=[C:22]([N:24]2[CH2:29][CH2:28][CH2:27][C@H:26]([NH:30][C:31](=[O:37])[O:32][C:33]([CH3:36])([CH3:35])[CH3:34])[CH2:25]2)[C:21]([O:38][CH3:39])=[CH:20][CH:19]=1.CNCCNC.C(=O)([O-])[O-].[K+].[K+]>O1CCOCC1.[Cu](I)I>[CH3:39][O:38][C:21]1[C:22]([N:24]2[CH2:29][CH2:28][CH2:27][C@H:26]([NH:30][C:31](=[O:37])[O:32][C:33]([CH3:35])([CH3:34])[CH3:36])[CH2:25]2)=[N:23][C:18]([N:16]2[C:10]3[CH:9]=[C:8]([C:6]4[CH:5]=[N:4][CH:3]=[C:2]([CH3:1])[N:7]=4)[N:13]=[CH:12][C:11]=3[CH:14]=[N:15]2)=[CH:19][CH:20]=1 |f:3.4.5|. Reported procedure: A mixture of 6-(6-methylpyrazin-2-yl)-1H-pyrazolo[4,3-c]pyridine (0.4734 mmol; 100.0 mg), tert-butyl N-[(3S)-1-(6-bromo-3-methoxy-2-pyridyl)-3-piperidyl]carbamate (0.5681 mmol, 219.5 mg), N,N′-Dimethylethylenediamine (0.4734 mmol; 41.73 mg; 0.0471 mL), copper iodide (0.4734 mmol; 91.08 mg), and potassium carbonate (0.5208 mmol; 72.70 mg) in 1,4-Dioxane (10 mL) was purged with Argon, then sealed and stirred at 100° C. overnight. The mixture was cooled to room temperature, and then filtered throug... Starting materials: C(C)(C)(C)OC(NC1CCC(CC1)NC(C1=CC(=CC(=C1)O)OC1=CC=C(C=C1)C#N)=O)=O ({4-[3-(4-cyano-phenoxy)-5-hydroxy-benzoylamino]-cyclohexyl}-carbamic acid tert-butyl ester), BrC1=NC=C(C=C1)CBr (2-bromo-5-bromomethyl-pyridine). The product is C(C)(C)(C)OC(NC1CCC(CC1)NC(C1=CC(=CC(=C1)OC1=CC=C(C=C1)C#N)OCC=1C=NC(=CC1)Br)=O)=O ({4-[3-(6-bromopyridine-3-ylmethoxy)-5-(4-cyanophenoxy)benzoylamino]-cyclohexyl}carbamic Acid Tert-butyl Ester). The yield is 77.9%. Reaction SMILES: [C:1]([O:5][C:6](=[O:33])[NH:7][CH:8]1[CH2:13][CH2:12][CH:11]([NH:14][C:15](=[O:32])[C:16]2[CH:21]=[C:20]([OH:22])[CH:19]=[C:18]([O:23][C:24]3[CH:29]=[CH:28][C:27]([C:30]#[N:31])=[CH:26][CH:25]=3)[CH:17]=2)[CH2:10][CH2:9]1)([CH3:4])([CH3:3])[CH3:2].[Br:34][C:35]1[CH:40]=[CH:39][C:38]([CH2:41]Br)=[CH:37][N:36]=1>>[C:1]([O:5][C:6](=[O:33])[NH:7][CH:8]1[CH2:13][CH2:12][CH:11]([NH:14][C:15](=[O:32])[C:16]2[CH:17]=[C:18]([O:23][C:24]3[CH:29]=[CH:28][C:27]([C:30]#[N:31])=[CH:26][CH:25]=3)[CH:19]=[C:20]([O:22][CH2:41][C:38]3[CH:37]=[N:36][C:35]([Br:34])=[CH:40][CH:39]=3)[CH:21]=2)[CH2:10][CH2:9]1)([CH3:4])([CH3:2])[CH3:3]. Procedure details: Using 1.4 g (3.1 mmol) of {4-[3-(4-cyano-phenoxy)-5-hydroxy-benzoylamino]-cyclohexyl}-carbamic acid tert-butyl ester and 2-bromo-5-bromomethyl-pyridine (0.77 g, 3.1 mmol) and following the procedure of Example 42(b) afforded 1.5 g of the required product. 1H NMR (DMSO-d6): δ 1.20 (4H, m), 1.40 (9H, s), 1.80 (4H, m), 3.2 (1H, m), 3.70 (1H, m), 5.25 (2H, s), 6.75 (1H, d), 7.0 (1H, s), 7.15 (2H, d), 7.22 (1H, s), 7.45 (1H, s), 7.7 (1H, d), 7.85 (3H, m), 8.3 (1H, d), 8.5 (1H, s). Reaction SMILES: [Br:1][c:2]1[c:3]([N+:10]([O-:11])=[O:12])[cH:4][c:5]([CH:6]=[O:7])[cH:8][cH:9]1.[K+:21].[K+:22].[Na+:19].[Na+:20].[O-:23][C:24]([O-:25])=[O:26].[OH2:27].[S:13]([S:14]([O-:15])=[O:16])([O-:17])=[O:18]>>[Br:1][c:2]1[c:3]([NH2:10])[cH:4][c:5]([CH:6]=[O:7])[cH:8][cH:9]1. Starting materials: O=Cc1ccc(Br)c([N+](=O)[O-])c1, [K+], [K+], [Na+], [Na+], O=C([O-])[O-], O, O=S([O-])S(=O)[O-]. Product: Nc1cc(C=O)ccc1Br. Reactants: N1=CC(=CC=C1)C1SCC(N1)C(=O)O (2-(3-pyridyl)thiazolidine-4-carboxylic acid), N1(C=NC=C1)CCCN1CCNCC1 (1-[3-(1-imidazolyl)propyl]piperazine), ON1N=NC2=C1C=CC=C2 (1-hydroxybenztriazole), C1(CCCCC1)N=C=NC1CCCCC1 (dicyclohexylcarbodiimide). The solvent is CN(C=O)C (N,N-dimethylformamide), C(C)(=O)OCC (ethyl acetate), CO.C(C)(=O)OCC (methanol ethyl acetate), C(C)(=O)OCC (Ethyl acetate). Conditions: time 8 hour. The product is N1(C=NC=C1)CCCN1CCN(CC1)C(=O)C1NC(SC1)C=1C=NC=CC1 (1-[3-(1-imidazolyl)propyl]-4-[2-(3-pyridyl)thiazolidine-4-ylcarbonyl]piperazine). Yield: 53.7%. As a reaction SMILES: [N:1]1[CH:6]=[CH:5][CH:4]=[C:3]([CH:7]2[NH:11][CH:10]([C:12]([OH:14])=O)[CH2:9][S:8]2)[CH:2]=1.[N:15]1([CH2:20][CH2:21][CH2:22][N:23]2[CH2:28][CH2:27][NH:26][CH2:25][CH2:24]2)[CH:19]=[CH:18][N:17]=[CH:16]1.ON1C2C=CC=CC=2N=N1.C1(N=C=NC2CCCCC2)CCCCC1>C(OCC)(=O)C.CO.C(OCC)(=O)C.CN(C)C=O>[N:15]1([CH2:20][CH2:21][CH2:22][N:23]2[CH2:28][CH2:27][N:26]([C:12]([CH:10]3[CH2:9][S:8][CH:7]([C:3]4[CH:2]=[N:1][CH:6]=[CH:5][CH:4]=4)[NH:11]3)=[O:14])[CH2:25][CH2:24]2)[CH:19]=[CH:18][N:17]=[CH:16]1 |f:5.6|. Procedure: To a solution of 2-(3-pyridyl)thiazolidine-4-carboxylic acid 630 mg, 1-[3-(1-imidazolyl)propyl]piperazine 580 mg, 1-hydroxybenztriazole 410 mg and N,N-dimethylformamide 15 ml was added dicyclohexylcarbodiimide 620 mg under ice-cooling and then stirred overnight at room temperature. Ethyl acetate 100 ml was added to the solution, the resultant unsoluble matter filtered off and the solution washed with saturated aqueous solution of sodium hydrogen carbonate and saturated aqueous solution of sodium... Reactants: O=C=Nc1ccc(F)cc1, C#Cc1c(Oc2ccc(N)cc2)ccnc1N, C1CCOC1, O. Product: C#Cc1c(Oc2ccc(NC(=O)Nc3ccc(F)cc3)cc2)ccnc1N. Reaction SMILES: [F:18][c:19]1[cH:20][cH:21][c:22]([N:25]=[C:26]=[O:27])[cH:23][cH:24]1.[NH2:1][c:2]1[cH:3][cH:4][c:5]([O:6][c:7]2[c:8]([C:14]#[CH:15])[c:9]([NH2:13])[n:10][cH:11][cH:12]2)[cH:16][cH:17]1.[O:28]1[CH2:29][CH2:30][CH2:31][CH2:32]1.[OH2:33]>>[NH:1]([c:2]1[cH:3][cH:4][c:5]([O:6][c:7]2[c:8]([C:14]#[CH:15])[c:9]([NH2:13])[n:10][cH:11][cH:12]2)[cH:16][cH:17]1)[C:26]([NH:25][c:22]1[cH:21][cH:20][c:19]([F:18])[cH:24][cH:23]1)=[O:27]. The reactants are CSC(=C[N+](=O)[O-])NCC#C (1-methylthio-1-(2-propynylamino)-2-nitroethylene), N1=C(C=CC=C1)CSCCN (2-[(2-pyridyl)methylthio]-ethylamine). The product is [N+](=O)([O-])C=C(NCCSCC1=NC=CC=C1)NC#CC (1-Nitro-2-(propynylamino)-2-{2-[(2-pyridyl)methylthio]-ethylamino}ethylene). RXN SMILES: CS[C:3]([NH:8][CH2:9][C:10]#[CH:11])=[CH:4][N+:5]([O-:7])=[O:6].[N:12]1[CH:17]=[CH:16][CH:15]=[CH:14][C:13]=1[CH2:18][S:19][CH2:20][CH2:21][NH2:22]>>[N+:5]([CH:4]=[C:3]([NH:8][C:9]#[C:10][CH3:11])[NH:22][CH2:21][CH2:20][S:19][CH2:18][C:13]1[CH:14]=[CH:15][CH:16]=[CH:17][N:12]=1)([O-:7])=[O:6]. Reported procedure: A solution of the product of Step A is treated with about an equimolar amount of 2-[(2-pyridyl)methylthio]-ethylamine to produce, after workup, the title product. Reactants: COC1=CC=CC=2C=C(OC21)C(=O)O (7-methoxybenzofuran-2-carboxylic acid), N1CCOCC1 (morpholine). Yields the product COC1=CC=CC=2C=C(OC21)C(=O)N2CCOCC2 (7-methoxy-2-morpholinocarbonylbenzofuran). Reaction SMILES: [CH3:1][O:2][C:3]1[C:11]2[O:10][C:9]([C:12]([OH:14])=O)=[CH:8][C:7]=2[CH:6]=[CH:5][CH:4]=1.[NH:15]1[CH2:20][CH2:19][O:18][CH2:17][CH2:16]1>>[CH3:1][O:2][C:3]1[C:11]2[O:10][C:9]([C:12]([N:15]3[CH2:20][CH2:19][O:18][CH2:17][CH2:16]3)=[O:14])=[CH:8][C:7]=2[CH:6]=[CH:5][CH:4]=1. Procedure details: Substantially the same procedure as in Example 219 was repeated using a starting material, 7-methoxybenzofuran-2-carboxylic acid, and morpholine to give 7-methoxy-2-morpholinocarbonylbenzofuran (Compound 329a). Successively, it was formylated to give 4-formyl-7-methoxy-2-morpholinocarbonylbenzofuran (Compound 329b), then compound 329b was reacted with methylamine hydrochloride to give compound 329 as a white solid.